This data is from the Open Reaction Database (ORD), a public repository of structured organic reaction records. The task is: describe an organic reaction: reactants, conditions, products, and yield Reactants: CNC(=O)n1ccc2cc(Oc3ccnc(N(C)C(=O)Oc4ccc([N+](=O)[O-])cc4)c3)ccc21, CN(C)C=O, N. The product is CNC(=O)n1ccc2cc(Oc3ccnc(N(C)C(N)=O)c3)ccc21. As a reaction SMILES: [CH3:1][N:2]([C:3]([O:4][c:6]1[cH:7][cH:8][c:9]([N+:10]([O-:11])=[O:12])[cH:13][cH:14]1)=[O:5])[c:15]1[n:16][cH:17][cH:18][c:19]([O:21][c:22]2[cH:23][c:24]3[cH:25][cH:26][n:27]([C:31]([NH:32][CH3:33])=[O:34])[c:28]3[cH:29][cH:30]2)[cH:20]1.[CH3:36][N:37]([CH3:38])[CH:39]=[O:40].[NH3:35]>>[CH3:1][N:2]([C:3](=[O:4])[NH2:35])[c:15]1[n:16][cH:17][cH:18][c:19]([O:21][c:22]2[cH:23][c:24]3[cH:25][cH:26][n:27]([C:31]([NH:32][CH3:33])=[O:34])[c:28]3[cH:29][cH:30]2)[cH:20]1.